This data is from the Open Reaction Database (ORD), a public repository of structured organic reaction records. The task is: describe an organic reaction: reactants, conditions, products, and yield Starting materials: ClCCOC1=C(C=C2C(=NC=NC2=C1)OC=1C=C2C=C(NC2=CC1)C)OC (7-(2-chloroethoxy)-6-methoxy-4-[(2-methyl-1H-indol-5-yl)oxy]quinazoline), Cl.O1COC2C1CNC2 (tetrahydro-3aH-[1,3]dioxolo[4,5-c]pyrrole hydrochloride), C([O-])([O-])=O.[K+].[K+] (potassium carbonate), [I-].[K+] (potassium iodide). Run in CC(=O)N(C)C (DMA), CN(C)C=O (DMF). Conditions: temperature 80 celsius. The product is COC=1C=C2C(=NC=NC2=CC1OCCN1CC2C(C1)OCO2)OC=2C=C1C=C(NC1=CC2)C (6-methoxy-4-[(2-methyl-1H-indol-5-yl)oxy]-7-[2-(tetrahydro-5H-[1,3]dioxolo[4,5-c]pyrrol-5-yl)ethoxy]quinazoline). The yield is 55.3%. RXN SMILES: Cl[CH2:2][CH2:3][O:4][C:5]1[CH:14]=[C:13]2[C:8]([C:9]([O:15][C:16]3[CH:17]=[C:18]4[C:22](=[CH:23][CH:24]=3)[NH:21][C:20]([CH3:25])=[CH:19]4)=[N:10][CH:11]=[N:12]2)=[CH:7][C:6]=1[O:26][CH3:27].Cl.[O:29]1[CH:33]2[CH2:34][NH:35][CH2:36][CH:32]2[O:31][CH2:30]1.C(=O)([O-])[O-].[K+].[K+].[I-].[K+]>CC(N(C)C)=O.CN(C=O)C>[CH3:27][O:26][C:6]1[CH:7]=[C:8]2[C:13](=[CH:14][C:5]=1[O:4][CH2:3][CH2:2][N:35]1[CH2:34][CH:33]3[O:29][CH2:30][O:31][CH:32]3[CH2:36]1)[N:12]=[CH:11][N:10]=[C:9]2[O:15][C:16]1[CH:17]=[C:18]2[C:22](=[CH:23][CH:24]=1)[NH:21][C:20]([CH3:25])=[CH:19]2 |f:1.2,3.4.5,6.7|. Procedure details: A mixture of 7-(2-chloroethoxy)-6-methoxy-4-[(2-methyl-1H-indol-5-yl)oxy]quinazoline (0.15 g), tetrahydro-3aH-[1,3]dioxolo[4,5-c]pyrrole hydrochloride (0.10 g), potassium carbonate (0.09 g) and potassium iodide (0.1 g) in DMA (1.5 ml) was stirred and heated at 80° C. for 12 hours. The mixture was diluted in DMF (0.8 ml), filtrated and purified by preparative LCMS (Hypersil C18-13-Basic column using a solvent gradient consisting of acetonitrile and water buffered with a 5% ammonium carbonate solu... Starting materials: [N+](=O)([O-])C1=C(C(=O)C=2C=NOC2C2CC2)C=CC(=C1)C(F)(F)F (4-[2-nitro-4-trifluoromethylbenzoyl]-5-cyclopropylisoxazole), [BH4-].[Na+] (sodium borohydride). Run in C(C)O (ethanol). Reaction conditions: time 2 hour. The product is OC(C=1C=NOC1C1CC1)C1=C(C=C(C=C1)C(F)(F)F)[N+](=O)[O-] (4-[hydroxy-(2-nitro-4-trifluoromethylphenyl)methyl]-5-cyclopropylisoxazole). Isolated yield 73.9%. As a reaction SMILES: [N+:1]([C:4]1[CH:19]=[C:18]([C:20]([F:23])([F:22])[F:21])[CH:17]=[CH:16][C:5]=1[C:6]([C:8]1[CH:9]=[N:10][O:11][C:12]=1[CH:13]1[CH2:15][CH2:14]1)=[O:7])([O-:3])=[O:2].[BH4-].[Na+]>C(O)C>[OH:7][CH:6]([C:5]1[CH:16]=[CH:17][C:18]([C:20]([F:22])([F:21])[F:23])=[CH:19][C:4]=1[N+:1]([O-:3])=[O:2])[C:8]1[CH:9]=[N:10][O:11][C:12]=1[CH:13]1[CH2:15][CH2:14]1 |f:1.2|. Procedure details: A mixture of 4-[2-nitro-4-trifluoromethylbenzoyl]-5-cyclopropylisoxazole (8.00 g) and sodium borohydride (0.53 g) in ethanol (250 ml) was stirred at room temperature for 2 hours. The solution was evaporated almost to dryness and the resultant solution was diluted with ethyl acetate. The solution was washed with water, dried (anhydrous magnesium sulphate) and filtered. The filtrate was evaporated to dryness. The residue was purified by chromatography on silica eluted with a mixture of ether and p... Starting materials: C(C1=CC=CC=C1)(=O)N(CC1=CC=C(C=C1)SC)C (N-benzoyl-N-methyl-N-(4-methylthiobenzyl)amine), ClC=1C=C(C(=O)OO)C=CC1 (m-chloroperoxybenzoic acid). Run in ClCCl (dichloromethane). Yields the product C(C1=CC=CC=C1)(=O)N(CC1=CC=C(C=C1)S(=O)C)C (N-benzoyl-N-methyl-N-(4-methylsulfinylbenzyl)amine). Yield: 56.9%. Reaction SMILES: [C:1]([N:9]([CH3:19])[CH2:10][C:11]1[CH:16]=[CH:15][C:14]([S:17][CH3:18])=[CH:13][CH:12]=1)(=[O:8])[C:2]1[CH:7]=[CH:6][CH:5]=[CH:4][CH:3]=1.ClC1C=C(C=CC=1)C(OO)=[O:25]>ClCCl>[C:1]([N:9]([CH3:19])[CH2:10][C:11]1[CH:16]=[CH:15][C:14]([S:17]([CH3:18])=[O:25])=[CH:13][CH:12]=1)(=[O:8])[C:2]1[CH:3]=[CH:4][CH:5]=[CH:6][CH:7]=1. Procedure details: To a solution of N-benzoyl-N-methyl-N-(4-methylthiobenzyl)amine (6.8 g) in dichloromethane (120 ml) is added gradually m-chloroperoxybenzoic acid (5.5 g) with stirring at a temperature below 5° C. and the mixture is stirred at the same temperature for 15 minutes. After the reaction, the reaction mixture is washed successively with 5% aqueous potassium carbonate solution and aqueous sodium chloride solution, and subsequently dried over magnesium sulfate. After dichloromethane is distilled off fro... Reactants: CS(=O)(=O)O, CS(=O)(=O)O, CS(=O)(=O)O, CCO, O=C(O)c1cn(C2CC2)c2nc3cc(F)c(F)cc3cc2c1=O, CCC1(N)CNC1. Product: CS(=O)(=O)O, CCC1(N)CN(c2cc3nc4c(cc3cc2F)c(=O)c(C(=O)O)cn4C2CC2)C1. RXN SMILES: [CH3:24][S:25](=[O:26])(=[O:27])[OH:28].[CH3:29][S:30]([OH:31])(=[O:32])=[O:33].[CH3:41][S:42](=[O:43])(=[O:44])[OH:45].[CH3:46][CH2:47][OH:48].[F:1][c:2]1[cH:3][c:4]2[c:5]([n:6][c:7]3[n:8]([CH:18]4[CH2:19][CH2:20]4)[cH:9][c:10]([C:15](=[O:16])[OH:17])[c:11](=[O:14])[c:12]3[cH:13]2)[cH:21][c:22]1[F:23].[NH2:34][C:35]1([CH2:39][CH3:40])[CH2:36][NH:37][CH2:38]1>>[CH3:24][S:25](=[O:26])(=[O:27])[OH:28].[F:1][c:2]1[cH:3][c:4]2[c:5]([n:6][c:7]3[n:8]([CH:18]4[CH2:19][CH2:20]4)[cH:9][c:10]([C:15](=[O:16])[OH:17])[c:11](=[O:14])[c:12]3[cH:13]2)[cH:21][c:22]1[N:37]1[CH2:36][C:35]([NH2:34])([CH2:39][CH3:40])[CH2:38]1. Starting materials: COC(=O)C1=CSC(=C1)C=1C=NNC1 (5-(1H-Pyrazol-4-yl)-thiophene-3-carboxylic acid methyl ester), [OH-].[Na+] (sodium hydroxide). Solvent: CO (methanol). The product is N1N=CC(=C1)C1=CC(=CS1)C(=O)O (5-(1H-Pyrazol-4-yl)-thiophene-3-carboxylic acid). Isolated yield 68.5%. RXN SMILES: C[O:2][C:3]([C:5]1[CH:9]=[C:8]([C:10]2[CH:11]=[N:12][NH:13][CH:14]=2)[S:7][CH:6]=1)=[O:4].[OH-].[Na+]>CO>[NH:12]1[CH:11]=[C:10]([C:8]2[S:7][CH:6]=[C:5]([C:3]([OH:4])=[O:2])[CH:9]=2)[CH:14]=[N:13]1 |f:1.2|. Reported procedure: 5-(1H-Pyrazol-4-yl)-thiophene-3-carboxylic acid methyl ester (2.8 g, 13.3 mmol) was dissolved in a mixture of methanol (18 mL) and a solution of aqueous sodium hydroxide (1 N, 18 mL) and the mixture stirred at 50° C. for 1.5 hours. The mixture was concentrated under vacuum and acidified with aqueous hydrochloric acid (1N). The resulting precipitate was isolated by filtration and washed with water before drying under vacuum to give the title compound as a white solid (1.77 g). LCMS m/z 195.1 [M+H... The reactants are [Br-], Cc1ccc(CN2CCNCC2)cc1, O=C(Cl)Oc1ccc(Oc2ccc(C(F)(F)F)cc2)cc1, [K+]. The product is Cc1ccc(CN2CCN(C(=O)Oc3ccc(Oc4ccc(C(F)(F)F)cc4)cc3)CC2)cc1, Cl. Reaction SMILES: [Br-:36].[CH3:22][c:23]1[cH:24][cH:25][c:26]([CH2:27][N:28]2[CH2:29][CH2:30][NH:31][CH2:32][CH2:33]2)[cH:34][cH:35]1.[Cl:1][C:2](=[O:3])[O:4][c:5]1[cH:6][cH:7][c:8]([O:11][c:12]2[cH:13][cH:14][c:15]([C:18]([F:19])([F:20])[F:21])[cH:16][cH:17]2)[cH:9][cH:10]1.[K+:37]>>[C:2](=[O:3])([O:4][c:5]1[cH:6][cH:7][c:8]([O:11][c:12]2[cH:13][cH:14][c:15]([C:18]([F:19])([F:20])[F:21])[cH:16][cH:17]2)[cH:9][cH:10]1)[N:31]1[CH2:30][CH2:29][N:28]([CH2:27][c:26]2[cH:25][cH:24][c:23]([CH3:22])[cH:35][cH:34]2)[CH2:33][CH2:32]1.[ClH:1]. Reactants: CC(C)OCOCCCO, CCOC(=O)N=NC(=O)OCC, C1CCOC1, O=C1c2ccccc2C(=O)N1O, c1ccc(P(c2ccccc2)c2ccccc2)cc1. Product: CC(C)OCOCCCON1C(=O)c2ccccc2C1=O. RXN SMILES: [CH:1]([CH3:2])([CH3:3])[O:4][CH2:5][O:6][CH2:7][CH2:8][CH2:9][OH:10].[O:42]=[C:43]([O:44][CH2:45][CH3:46])[N:47]=[N:48][C:49]([O:50][CH2:51][CH3:52])=[O:53].[O:54]1[CH2:55][CH2:56][CH2:57][CH2:58]1.[OH:11][N:12]1[C:13](=[O:22])[c:14]2[c:15]([cH:18][cH:19][cH:20][cH:21]2)[C:16]1=[O:17].[c:23]1([P:24]([c:25]2[cH:26][cH:27][cH:28][cH:29][cH:30]2)[c:31]2[cH:32][cH:33][cH:34][cH:35][cH:36]2)[cH:37][cH:38][cH:39][cH:40][cH:41]1>>[CH:1]([CH3:2])([CH3:3])[O:4][CH2:5][O:6][CH2:7][CH2:8][CH2:9][O:10][N:12]1[C:13](=[O:22])[c:14]2[c:15]([cH:18][cH:19][cH:20][cH:21]2)[C:16]1=[O:17].